Task: describe an organic reaction: reactants, conditions, products, and yield. Dataset: the Open Reaction Database (ORD), a public repository of structured organic reaction records The reactants are C1CCOC1, CC(C)[N-]C(C)C, ClCCl, O=Cc1ccc(F)cc1, [Li+], c1cncc(Cc2cccnc2)c1. The product is OC(c1ccc(F)cc1)C(c1cccnc1)c1cccnc1. Reaction SMILES: [CH2:34]1[O:35][CH2:36][CH2:37][CH2:38]1.[CH3:15][CH:16]([N-:17][CH:18]([CH3:19])[CH3:20])[CH3:21].[Cl:31][CH2:32][Cl:33].[F:22][c:23]1[cH:24][cH:25][c:26]([CH:27]=[O:28])[cH:29][cH:30]1.[Li+:14].[n:1]1[cH:2][c:3]([CH2:7][c:8]2[cH:9][n:10][cH:11][cH:12][cH:13]2)[cH:4][cH:5][cH:6]1>>[n:1]1[cH:2][c:3]([CH:7]([c:8]2[cH:9][n:10][cH:11][cH:12][cH:13]2)[CH:27]([c:26]2[cH:25][cH:24][c:23]([F:22])[cH:30][cH:29]2)[OH:28])[cH:4][cH:5][cH:6]1. The reactants are [C-]#N, CN(C)C=O, COCC1CCC(c2ccc(I)cc2)CC1, CCCCCCC, N. Product: COCC1CCC(c2ccc(C#N)cc2)CC1. Reaction SMILES: [C-:17]#[N:18].[CH3:19][N:20]([CH3:21])[CH:22]=[O:23].[CH3:1][O:2][CH2:3][CH:4]1[CH2:5][CH2:6][CH:7]([c:10]2[cH:11][cH:12][c:13]([I:16])[cH:14][cH:15]2)[CH2:8][CH2:9]1.[CH3:25][CH2:26][CH2:27][CH2:28][CH2:29][CH2:30][CH3:31].[NH3:24]>>[CH3:1][O:2][CH2:3][CH:4]1[CH2:5][CH2:6][CH:7]([c:10]2[cH:11][cH:12][c:13]([C:19]#[N:20])[cH:14][cH:15]2)[CH2:8][CH2:9]1. Reactants: Dichloro[bis(diphenylphosphino)ferrocene]palladium(II) CH2Cl2, NC1=NC=NN2C1=CC(=C2Br)C#N (4-amino-7-bromopyrrolo[2,1-f][1,2,4]triazine-6-carbonitrile), CC1(OB(OC1(C)C)C=1CCN(CC1)C(=O)OC(C)(C)C)C (tert-butyl 4-(4,4,5,5-tetramethyl-1,3,2-dioxaborolan-2-yl)-3,6-dihydropyridine-1(2H)-carboxylate), C([O-])([O-])=O.[Na+].[Na+] (sodium carbonate). Solvent: CN(C)C=O (DMF), COCCOC (DME), O (water). Reaction conditions: temperature 80 celsius, time 8 hour. Yields the product NC1=NC=NN2C1=CC(=C2C=2CCN(CC2)C(=O)OC(C)(C)C)C#N (tert-butyl 4-(4-amino-6-cyanopyrrolo[2,1-f][1,2,4]triazin-7-yl)-3,6-dihydropyridine-1(2H)-carboxylate). The yield is 69.9%. As a reaction SMILES: [NH2:1][C:2]1[C:7]2=[CH:8][C:9]([C:12]#[N:13])=[C:10](Br)[N:6]2[N:5]=[CH:4][N:3]=1.CC1(C)C(C)(C)OB([C:22]2[CH2:23][CH2:24][N:25]([C:28]([O:30][C:31]([CH3:34])([CH3:33])[CH3:32])=[O:29])[CH2:26][CH:27]=2)O1.C(=O)([O-])[O-].[Na+].[Na+]>CN(C=O)C.COCCOC.O>[NH2:1][C:2]1[C:7]2=[CH:8][C:9]([C:12]#[N:13])=[C:10]([C:22]3[CH2:27][CH2:26][N:25]([C:28]([O:30][C:31]([CH3:34])([CH3:33])[CH3:32])=[O:29])[CH2:24][CH:23]=3)[N:6]2[N:5]=[CH:4][N:3]=1 |f:2.3.4|. Reported procedure: To the solution of 4-amino-7-bromopyrrolo[2,1-f][1,2,4]triazine-6-carbonitrile (1.00 g, 4.20 mmol) and tert-butyl 4-(4,4,5,5-tetramethyl-1,3,2-dioxaborolan-2-yl)-3,6-dihydropyridine-1(2H)-carboxylate (1.95 g, 6.30 mmol) in DMF (50 mL) and DME (6.9 mL), was added sodium carbonate in water (2M, 6.3 mL). The mixture was degassed for 15 min. Dichloro[bis(diphenylphosphino)ferrocene]palladium(II) CH2Cl2 adduct (307 mg, 0.42 mmol) was added. The mixture was stirred at 80° C. under nitrogen overnight t... Reactants: C(=O)C1CCN(CC1)C(=O)OCC1=CC=CC=C1 (benzyl 4-formylpiperidine-1-carboxylate), N1(CCNCC1)C(=O)OC(C)(C)C (tert-butyl piperazine-1-carboxylate), C(C)(=O)O[BH-](OC(C)=O)OC(C)=O.[Na+] (sodium triacetoxyborohydride). Run in ClCCl (dichloromethane). Conditions: time 18 hour. The product is C(C1=CC=CC=C1)OC(=O)N1CCC(CC1)CN1CCN(CC1)C(=O)OC(C)(C)C (tert-butyl 4-[(1-benzyloxycarbonyl-4-piperidyl)methyl]piperazine-1-carboxylate). The yield is 99.4%. RXN SMILES: [CH:1]([CH:3]1[CH2:8][CH2:7][N:6]([C:9]([O:11][CH2:12][C:13]2[CH:18]=[CH:17][CH:16]=[CH:15][CH:14]=2)=[O:10])[CH2:5][CH2:4]1)=O.[N:19]1([C:25]([O:27][C:28]([CH3:31])([CH3:30])[CH3:29])=[O:26])[CH2:24][CH2:23][NH:22][CH2:21][CH2:20]1.C(O[BH-](OC(=O)C)OC(=O)C)(=O)C.[Na+]>ClCCl>[CH2:12]([O:11][C:9]([N:6]1[CH2:7][CH2:8][CH:3]([CH2:1][N:22]2[CH2:21][CH2:20][N:19]([C:25]([O:27][C:28]([CH3:31])([CH3:30])[CH3:29])=[O:26])[CH2:24][CH2:23]2)[CH2:4][CH2:5]1)=[O:10])[C:13]1[CH:18]=[CH:17][CH:16]=[CH:15][CH:14]=1 |f:2.3|. Reported procedure: To a solution of benzyl 4-formylpiperidine-1-carboxylate (3 g) and tert-butyl piperazine-1-carboxylate (2.2 g) in dichloromethane (100 ml) was added sodium triacetoxyborohydride ((2.6 g). The resulting solution was stirred at room temperature for 18 hours and then washed with 2M sodium hydroxide (2×50 ml) and 2M hydrochloric acid (2×50 ml), dried over Magnesium sulphate, filtered and evaporated to afford tert-butyl 4-[(1-benzyloxycarbonyl-4-piperidyl)methyl]piperazine-1-carboxylate (4.9 g) as an... Starting materials: ClC1=NC2=CC=C(C=C2C=C1)C (2-chloro-6-methylquinoline), [N+](=O)(O)[O-] (nitric acid), S(O)(O)(=O)=O (sulfuric acid). The solvent is O (water). Reaction conditions: time 4 hour. Yields the product ClC1=NC2=CC=C(C(=C2C=C1)[N+](=O)[O-])C (2-chloro-6-methyl-5-nitroquinoline). RXN SMILES: [Cl:1][C:2]1[CH:11]=[CH:10][C:9]2[C:4](=[CH:5][CH:6]=[C:7]([CH3:12])[CH:8]=2)[N:3]=1.[N+:13]([O-])([OH:15])=[O:14].S(=O)(=O)(O)O>O>[Cl:1][C:2]1[CH:11]=[CH:10][C:9]2[C:4](=[CH:5][CH:6]=[C:7]([CH3:12])[C:8]=2[N+:13]([O-:15])=[O:14])[N:3]=1. Procedure details: 4.12 g of 2-chloro-6-methylquinoline (J. Med. Chem. 1992, pp. 2761-2768) is added at 0° C. to a solution that consists of 15 ml of 100% nitric acid and 2 ml of 96% sulfuric acid. After 4 hours at 0° C., it is added to water, and the product is filtered off. 4.66 g of 2-chloro-6-methyl-5-nitroquinoline is obtained as a beige solid. The latter is reacted for 80 hours at 100° C. in 46 ml of glacial acetic acid and 26 ml of water. The thus obtained 6-methyl-5-nitroquinolin-2(1H)-one is filtered off ... The reactants are C1CCC2=NCCCN2CC1, CC#N, CN(C)C=O, O=c1c2c(oc3ccccc13)O2, O, c1ccc2[nH]cnc2c1. The product is O=c1c(-c2nc3ccccc3[nH]2)coc2ccccc12. RXN SMILES: [CH2:10]1[CH2:11][CH2:12][C:13]2=[N:18][CH2:17][CH2:16][CH2:15][N:14]2[CH2:19][CH2:20]1.[CH3:34][C:35]#[N:36].[CH3:37][N:38]([CH3:39])[CH:40]=[O:41].[O:21]1[c:22]2[o:23][c:24]3[cH:25][cH:26][cH:27][cH:28][c:29]3[c:30](=[O:32])[c:31]21.[OH2:33].[n:1]1[cH:2][nH:3][c:4]2[c:5]1[cH:6][cH:7][cH:8][cH:9]2>>[n:1]1[c:2](-[c:31]2[cH:22][o:23][c:24]3[cH:25][cH:26][cH:27][cH:28][c:29]3[c:30]2=[O:32])[nH:3][c:4]2[c:5]1[cH:6][cH:7][cH:8][cH:9]2. The reactants are tetrakistriphenylphosphine palladium(0), [F-].[Cs+] (cesium fluoride), CC1=CC=C(S1)B(O)O (5-methyl-thiophen-2-yl-boronic acid), ClC1=C(C2=C(CCN(CC2)C(C(F)(F)F)=O)C=C1)OS(=O)(=O)C(F)(F)F (7-chloro-3-(2,2,2-trifluoroacetyl)-6-trifluoromethanesulfonyloxy-2,3,4,5-tetrahydro-1H-benzo[d]azepine). The solvent is COCCOC (DME), CCOC(=O)C (EtOAc). Run at temperature 90 celsius. Product: ClC1=C(C2=C(CCN(CC2)C(C(F)(F)F)=O)C=C1)C=1SC(=CC1)C (7-chloro-6-(5-methyl-thiophen-2-yl)-3-(2,2,2-trifluoroacetyl)-2,3,4,5-tetrahydro-1H-benzo[d]azepine). The yield is 70.4%. As a reaction SMILES: [F-].[Cs+].[CH3:3][C:4]1[S:8][C:7](B(O)O)=[CH:6][CH:5]=1.[Cl:12][C:13]1[CH:29]=[CH:28][C:16]2[CH2:17][CH2:18][N:19]([C:22](=[O:27])[C:23]([F:26])([F:25])[F:24])[CH2:20][CH2:21][C:15]=2[C:14]=1OS(C(F)(F)F)(=O)=O>COCCOC.CCOC(C)=O>[Cl:12][C:13]1[CH:29]=[CH:28][C:16]2[CH2:17][CH2:18][N:19]([C:22](=[O:27])[C:23]([F:25])([F:26])[F:24])[CH2:20][CH2:21][C:15]=2[C:14]=1[C:7]1[S:8][C:4]([CH3:3])=[CH:5][CH:6]=1 |f:0.1|. Procedure details: Add tetrakistriphenylphosphine palladium(0) (27 mg, 0.024 mmol), cesium fluoride (143 mg, 0.942 mmol) and 5-methyl-thiophen-2-yl-boronic acid (134 mg, 0.942 mmol) to a stirred solution of 7-chloro-3-(2,2,2-trifluoroacetyl)-6-trifluoromethanesulfonyloxy-2,3,4,5-tetrahydro-1H-benzo[d]azepine (200 mg, 0.471 mmol) in anhydrous DME (8 mL) at room temperature. Heat at 90° C. overnight. Cool the reaction mixture to room temperature, dilute with EtOAc and wash with water. Extract the aqueous phase twice... The reactants are CN(C)C(=O)C1=CC2=C(C(=C1)C3CCCN3)OC(=CC2=O)N4CCOCC4, C1=CC(=CC(=C1)Br)F. The reagents and catalysts are C(=O)([O-])[O-].[Cs+].[Cs+], CC1(C2=C(C(=CC=C2)P(C3=CC=CC=C3)C4=CC=CC=C4)OC5=C1C=CC=C5P(C6=CC=CC=C6)C7=CC=CC=C7)C, CC(=O)O.CC(=O)O.[Pd]. Solvent: C1COCCO1. Conditions: temperature 100 celsius. Yields the product CN(C)C(=O)C1=CC2=C(C(=C1)C3CCCN3C4=CC(=CC=C4)F)OC(=CC2=O)N5CCOCC5. The yield is 41.1%. Procedure: diacetoxypalladium (3.93 mg, 0.02 mmol) was added to a stirred mixture of N,N-dimethyl-2-morpholino-4-oxo-8-(pyrrolidin-2-yl)-4H-chromene-6-carboxamide (130 mg, 0.35 mmol), 1-bromo-3-fluorobenzene (0.049 ml, 0.44 mmol), (9,9-dimethyl-9H-xanthene-4,5-diyl)bis(diphenylphosphine) (20.25 mg, 0.03 mmol) and cesium carbonate (171 mg, 0.52 mmol) dissolved in 1,4-dioxane (4 ml). The resulting suspension was degased with argon and then stirred at 100 °C for 16 hours.  The reaction mixture was allowed to ...